From a dataset of the Open Reaction Database (ORD), a public repository of structured organic reaction records. describe an organic reaction: reactants, conditions, products, and yield The reactants are CCOC(C)=O, CS(C)=O, CSCc1cccc2c(C(C)(CCOS(C)(=O)=O)c3ccc4c(c3)OCCO4)c[nH]c12, N#C[K]. RXN SMILES: [CH3:35][CH2:36][O:37][C:38](=[O:39])[CH3:40].[CH3:41][S:42]([CH3:43])=[O:44].[CH3:4][S:5]([O:6][CH2:9][CH2:10][C:11]([CH3:12])([c:13]1[cH:14][nH:15][c:16]2[c:17]([CH2:22][S:23][CH3:24])[cH:18][cH:19][cH:20][c:21]12)[c:25]1[cH:26][c:27]2[c:28]([cH:33][cH:34]1)[O:29][CH2:30][CH2:31][O:32]2)(=[O:7])=[O:8].[K:1][C:2]#[N:3]>>[C:2](#[N:3])[CH2:9][CH2:10][C:11]([CH3:12])([c:13]1[cH:14][nH:15][c:16]2[c:17]([CH2:22][S:23][CH3:24])[cH:18][cH:19][cH:20][c:21]12)[c:25]1[cH:26][c:27]2[c:28]([cH:33][cH:34]1)[O:29][CH2:30][CH2:31][O:32]2. The product is CSCc1cccc2c(C(C)(CCC#N)c3ccc4c(c3)OCCO4)c[nH]c12. The reactants are COCC(=O)c1ccc(O)c(C(=O)O)c1, O=S(Cl)Cl. Product: COCC(=O)c1ccc(O)c(C(=O)Cl)c1. Reaction SMILES: [CH3:1][O:2][CH2:3][C:4](=[O:5])[c:6]1[cH:7][cH:8][c:9]([OH:15])[c:10]([C:11](=[O:12])[OH:13])[cH:14]1.[S:16]([Cl:17])([Cl:18])=[O:19]>>[CH3:1][O:2][CH2:3][C:4](=[O:5])[c:6]1[cH:7][cH:8][c:9]([OH:15])[c:10]([C:11](=[O:12])[Cl:18])[cH:14]1.